From a dataset of the Open Reaction Database (ORD), a public repository of structured organic reaction records. describe an organic reaction: reactants, conditions, products, and yield Starting materials: [Cu+2], O=N[O-], Nc1nnn[nH]1, [Na+], [N-]=[N+]=N[Pb]N=[N+]=[N-], O=S(=O)([O-])[O-]. The product is [Cu], O=[N+]([O-])c1nnn[nH]1. RXN SMILES: [Cu+2:19].[N:20](=[O:21])[O-:22].[NH2:8][c:9]1[n:10][n:11][n:12][nH:13]1.[Na+:23].[Pb:1]([N:2]=[N+:3]=[N-:4])[N:5]=[N+:6]=[N-:7].[S:14]([O-:15])([O-:16])(=[O:17])=[O:18]>>[Cu:19].[c:9]1([N+:20](=[O:21])[O-:22])[n:10][n:11][n:12][nH:13]1. Starting materials: C[Si](C)(C)[N-][Si](C)(C)C, CC(=O)OC(C)=O, Cl, [Li+], C1CCOC1, CCOC(=O)Cc1cccc2ccccc12. Yields the product CCOC(=O)C(C(C)=O)c1cccc2ccccc12. Reaction SMILES: [CH3:18][Si:19]([N-:20][Si:21]([CH3:22])([CH3:23])[CH3:24])([CH3:25])[CH3:26].[CH3:27][C:28](=[O:29])[O:30][C:31](=[O:32])[CH3:33].[ClH:34].[Li+:17].[O:35]1[CH2:36][CH2:37][CH2:38][CH2:39]1.[c:1]1([CH2:11][C:12](=[O:13])[O:14][CH2:15][CH3:16])[cH:2][cH:3][cH:4][c:5]2[cH:6][cH:7][cH:8][cH:9][c:10]12>>[c:1]1([CH:11]([C:12](=[O:13])[O:14][CH2:15][CH3:16])[C:28]([CH3:27])=[O:29])[cH:2][cH:3][cH:4][c:5]2[cH:6][cH:7][cH:8][cH:9][c:10]12.